Dataset: the Open Reaction Database (ORD), a public repository of structured organic reaction records. Task: describe an organic reaction: reactants, conditions, products, and yield As a reaction SMILES: [CH3:1][S:2](Cl)(=[O:4])=[O:3].[NH2:6][C:7]1[N:8]([CH3:21])[N:9]=[C:10]2[C:15]=1[C:14](=[O:16])[NH:13][C:12]([C:17]([CH3:20])([CH3:19])[CH3:18])=[N:11]2.O1CCCC1>C(N(CC)CC)C>[CH3:21][N:8]1[C:7]([N:6]([S:2]([CH3:1])(=[O:4])=[O:3])[S:2]([CH3:1])(=[O:4])=[O:3])=[C:15]2[C:10]([N:11]=[C:12]([C:17]([CH3:18])([CH3:20])[CH3:19])[NH:13][C:14]2=[O:16])=[N:9]1. Product: CN1N=C2N=C(NC(C2=C1N(S(=O)(=O)C)S(=O)(=O)C)=O)C(C)(C)C (2-Methyl-3-bis(methanesulphonyl)amino-6-(1,1-dimethylethyl)-2,5-dihydropyrazolo[3,4-d]pyrimidin-4-one). Starting materials: CS(=O)(=O)Cl (Methanesulphonyl chloride), NC=1N(N=C2N=C(NC(C21)=O)C(C)(C)C)C (3-amino-2-methyl-6-(1,1-dimethylethyl)-2,5-dihydropyrazolo[3,4-d]pyrimidin-4-one), O1CCCC1 (tetrahydrofuran). Procedure details: Methanesulphonyl chloride (12.9 g) was added slowly to a stirred mixture of 3-amino-2-methyl-6-(1,1-dimethylethyl)-2,5-dihydropyrazolo[3,4-d]pyrimidin-4-one (11 g) prepared as in Example 1, tetrahydrofuran (85 ml) and triethylamine (21 ml), causing the mixture to boil. The mixture was heated under reflux for 3 hours, and was then cooled and filtered. The filtrate was then evaporated to dryness, and the residue was washed with 80:20 ethanol/water to give the title compound, m.p. 258°-259° C. The solvent is C(C)N(CC)CC (triethylamine). Reactants: C(C)(C)N(CC)C(C)C (diisopropylethylamine), C(C1=CC=CC=C1)(=O)Cl (benzoyl chloride), CN1C(=NN=C1C1=C(C=CC=C1)C)C1(CCCC1)N (1-[4-Methyl-5-(2-methylphenyl)-1,2,4-triazol-3-yl]cyclopentanamine). Run in C([O-])(O)=O.[Na+] (sodium bicarbonate), C(Cl)(Cl)Cl (chloroform). Conditions: time 19 hour. Product: CN1C(=NN=C1C1=C(C=CC=C1)C)C1(CCCC1)NC(C1=CC=CC=C1)=O (N-{1-[4-methyl-5-(2-methylphenyl)-1,2,4-triazol-3-yl]cyclopentyl}benzamide). As a reaction SMILES: [CH3:1][N:2]1[C:6]([C:7]2[CH:12]=[CH:11][CH:10]=[CH:9][C:8]=2[CH3:13])=[N:5][N:4]=[C:3]1[C:14]1([NH2:19])[CH2:18][CH2:17][CH2:16][CH2:15]1.C(N(C(C)C)CC)(C)C.[C:29](Cl)(=[O:36])[C:30]1[CH:35]=[CH:34][CH:33]=[CH:32][CH:31]=1>C(Cl)(Cl)Cl.C(=O)(O)[O-].[Na+]>[CH3:1][N:2]1[C:6]([C:7]2[CH:12]=[CH:11][CH:10]=[CH:9][C:8]=2[CH3:13])=[N:5][N:4]=[C:3]1[C:14]1([NH:19][C:29](=[O:36])[C:30]2[CH:35]=[CH:34][CH:33]=[CH:32][CH:31]=2)[CH2:15][CH2:16][CH2:17][CH2:18]1 |f:4.5|. Reported procedure: 1-[4-Methyl-5-(2-methylphenyl)-1,2,4-triazol-3-yl]cyclopentanamine (270 mg) was dissolved in chloroform (5 ml) and then diisopropylethylamine (1.7 ml) and benzoyl chloride (0.48 ml) were added thereto, followed by stirring at room temperature for 19 hours. The reaction solution was diluted with a saturated aqueous sodium bicarbonate solution, followed by extraction with chloroform (10 ml×2). The organic layer was dried over anhydrous sodium sulfate and filtered and then the solvent was removed b...